This data is from the Open Reaction Database (ORD), a public repository of structured organic reaction records. The task is: describe an organic reaction: reactants, conditions, products, and yield The reactants are CC#N, C1CC(OCC2CC2)CCN1, O=C1CCc2cc(F)c(F)cc2N1CCCCl, [I-], [K+], [K+], [Na+], O=C([O-])[O-], CN(C)C=O, O. Yields the product O=C1CCc2cc(F)c(F)cc2N1CCCN1CCC(OCC2CC2)CC1. As a reaction SMILES: [CH3:37][C:38]#[N:39].[CH:18]1([CH2:21][O:22][CH:23]2[CH2:24][CH2:25][NH:26][CH2:27][CH2:28]2)[CH2:19][CH2:20]1.[Cl:1][CH2:2][CH2:3][CH2:4][N:5]1[C:6](=[O:17])[CH2:7][CH2:8][c:9]2[cH:10][c:11]([F:16])[c:12]([F:15])[cH:13][c:14]21.[I-:29].[K+:31].[K+:32].[Na+:30].[O-:33][C:34]([O-:35])=[O:36].[O:40]=[CH:41][N:42]([CH3:43])[CH3:44].[OH2:45]>>[CH2:2]([CH2:3][CH2:4][N:5]1[C:6](=[O:17])[CH2:7][CH2:8][c:9]2[cH:10][c:11]([F:16])[c:12]([F:15])[cH:13][c:14]21)[N:26]1[CH2:25][CH2:24][CH:23]([O:22][CH2:21][CH:18]2[CH2:19][CH2:20]2)[CH2:28][CH2:27]1. Starting materials: [Na], CN(C)C=O, CCOC(=O)c1ccc(O)cc1, CCCCC(CCOS(=O)(=O)c1ccc(C)cc1)C(F)(F)F. Yields the product CCCCC(CCOc1ccc(C(=O)OCC)cc1)C(F)(F)F. As a reaction SMILES: [Na:35].[O:36]=[CH:37][N:38]([CH3:39])[CH3:40].[OH:23][c:24]1[cH:25][cH:26][c:27]([C:28](=[O:29])[O:30][CH2:31][CH3:32])[cH:33][cH:34]1.[c:1]1([CH3:2])[cH:3][cH:4][c:5]([S:6]([O:7][CH2:11][CH2:12][CH:13]([CH2:14][CH2:15][CH2:16][CH3:17])[C:18]([F:19])([F:20])[F:21])(=[O:8])=[O:9])[cH:10][cH:22]1>>[CH2:11]([CH2:12][CH:13]([CH2:14][CH2:15][CH2:16][CH3:17])[C:18]([F:19])([F:20])[F:21])[O:23][c:24]1[cH:25][cH:26][c:27]([C:28](=[O:29])[O:30][CH2:31][CH3:32])[cH:33][cH:34]1. Product: C1(=CC=C(C=C1)C(CN1C=NC=C1)(O)C1=CC=C(C=C1)F)C1=CC=CC=C1 (1-(4-biphenylyl)-1-(4-fluorophenyl)-2-(imidazol-1-yl)-ethanol). Yield: 27.9%. Starting materials: N1C=NC=C1 (imidazole), C[O-].[Na+] (sodium methylate), C1(=CC=C(C=C1)C(CCl)(O)C1=CC=C(C=C1)F)C1=CC=CC=C1 (1-(4-biphenylyl)-2-chloro-1-(4-fluorophenyl)-ethanol), CN(C=O)C (dimethylformamide). As a reaction SMILES: [NH:1]1[CH:5]=[CH:4][N:3]=[CH:2]1.C[O-].[Na+].[C:9]1([C:26]2[CH:31]=[CH:30][CH:29]=[CH:28][CH:27]=2)[CH:14]=[CH:13][C:12]([C:15]([C:19]2[CH:24]=[CH:23][C:22]([F:25])=[CH:21][CH:20]=2)([OH:18])[CH2:16]Cl)=[CH:11][CH:10]=1.CN(C)C=O>CO>[C:9]1([C:26]2[CH:27]=[CH:28][CH:29]=[CH:30][CH:31]=2)[CH:14]=[CH:13][C:12]([C:15]([C:19]2[CH:24]=[CH:23][C:22]([F:25])=[CH:21][CH:20]=2)([OH:18])[CH2:16][N:1]2[CH:5]=[CH:4][N:3]=[CH:2]2)=[CH:11][CH:10]=1 |f:1.2|. Run at temperature 60 celsius. Run in CO (methyl alcohol). Procedure details: 20.2 g (0.297 mol) of imidazole are added to a solution of 9.5 g (0.175 mol) of sodium methylate in 49 ml of methyl alcohol. A slution of 44.3 g (0.135 mol) of 1-(4-biphenylyl)-2-chloro-1-(4-fluorophenyl)-ethanol in 103 mol of dimethylformamide is then added dropwise, and the reaction mixture is heated to 60° C. for 90 minutes. It is concentrated by distilling off the solvent in vacuo, and the residue is stirred with water. The crystals which remain are washed with acetonitrile and recrystallise... Reactants: NC1=CC=C(C=C1)/C=C/C(=O)O ((E)-3-(4-aminophenyl)acrylic acid), [N-]=C=O.[K+] (potassium isocyanate). Run in O (water), C(C)(=O)O (acetic acid). Reaction conditions: temperature 100 celsius. The product is N(C(=O)N)C1=CC=C(C=C1)/C=C/C(=O)O ((E)-3-(4-Ureidophenyl)acrylic Acid). Yield: 79.5%. Reaction SMILES: [NH2:1][C:2]1[CH:7]=[CH:6][C:5](/[CH:8]=[CH:9]/[C:10]([OH:12])=[O:11])=[CH:4][CH:3]=1.[N-:13]=[C:14]=[O:15].[K+]>O.C(O)(=O)C>[NH:1]([C:2]1[CH:3]=[CH:4][C:5](/[CH:8]=[CH:9]/[C:10]([OH:12])=[O:11])=[CH:6][CH:7]=1)[C:14]([NH2:13])=[O:15] |f:1.2|. Reported procedure: A stirred solution of (E)-3-(4-aminophenyl)acrylic acid (1.0 g, 5.0 mmol) and potassium isocyanate (2.0 g, 5 equiv.) in a mixture of water and acetic acid (50 mL) was heated at 100° C. for 12 hours. After cooling, a white solid precipitated out. Filtration, washing of the filter cake with a mixture of water and MeOH, and drying it in vacuo gave the title compound (0.82 g, 80%) as a white solid. Reactants: C=CC(C)=C (isoprene), CC1=C(C=CC=C1C)O (2,3-dimethyl-phenol), P(O)(O)(O)=O (phosphoric acid), O (water). Reagents/catalysts: C1=CC=CC=2SC3=CC=CC=C3NC12 (phenothiazine). The solvent is ClC1=C(C=CC=C1)Cl (o-dichlorobenzene). Run at time 8 hour. Product: OC=1C=C2C(CCC2=C(C1C)C)(C)C (5-hydroxy-3,3,6,7-tetramethyl-indan). The yield is 46.1%. RXN SMILES: [CH2:1]=[CH:2][C:3](=[CH2:5])[CH3:4].[CH3:6][C:7]1[C:12]([CH3:13])=[CH:11][CH:10]=[CH:9][C:8]=1[OH:14].P(=O)(O)(O)O.O>ClC1C=CC=CC=1Cl.C1C2NC3C(=CC=CC=3)SC=2C=CC=1>[OH:14][C:8]1[CH:9]=[C:10]2[C:11](=[C:12]([CH3:13])[C:7]=1[CH3:6])[CH2:1][CH2:2][C:3]2([CH3:5])[CH3:4]. Reported procedure: 449 g of isoprene, stabilised with 1.3 g of phenothiazine, were added dropwise in the course of 7 hours to a solution of 732 g of 2,3-dimethyl-phenol, 76.5 g of 85% strength phosphoric acid and 6 ml of water in 1.44 liters of o-dichlorobenzene at 150° C. To complete the reaction, stirring of the mixture was continued overnight at 150° C. The acid phase was separated off and the organic phase was washed until neutral. Fractional distillation gave 526 g of 5-hydroxy-3,3,6,7-tetramethyl-indan; boil... Starting materials: suspension, CN(C)C1=CC2=C(C=C1)C3=C(CCC3)C(=O)O2 (coumarin 138), CCOC(=O)C1=CC2=CC3=C4C(=C2OC1=O)CCCN4CCC3 (coumarin 314), CCOC(=O)C1=CC2=CC3=C4C(=C2OC1=O)CCCN4CCC3 (coumarin 314), CN(C)C1=CC2=C(C=C1)C3=C(CCC3)C(=O)O2 (coumarin 138), C1CC(CCC1CN)C(=O)O (AMCA), carboxylate, solids, O.CO (water methanol), CN(C)C1=CC2=C(C=C1)C3=C(CCC3)C(=O)O2 (Coumarin 138), CCOC(=O)C1=CC2=CC3=C4C(=C2OC1=O)CCCN4CCC3 (Coumarin 314). The solvent is ClCCl (dichloromethane), C(C)O (ethanol). Yields the product O1C(=O)C=CC2=CC=CC=C12 (Coumarin). Reaction SMILES: O.CO.CN([C:7]1[CH:12]=[CH:11][C:10]2[C:13]3CCC[C:14]=3[C:18]([O:20][C:9]=2[CH:8]=1)=[O:19])C.CCOC(C1C(=O)OC2C(=CC3CCCN4C=3C=2CCC4)C=1)=O.C1C(CN)CCC(C(O)=O)C1>ClCCl.C(O)C>[O:20]1[C:9]2[C:10](=[CH:11][CH:12]=[CH:7][CH:8]=2)[CH:13]=[CH:14][C:18]1=[O:19] |f:0.1|. Reported procedure: To a vigorously stirred 200 mL suspension 0.282 micrometer carboxylate-modified latex (Interfacial Dynamics Corp., Portland, Oreg.; 2.75% solids in 50% v/v distilled water/methanol) is added a solution of 30 mg of Coumarin 138 (Eastman Kodak, Rochester, N.Y.) and 30 mg of Coumarin 314 (Eastman Kodak) dissolved in a homogeneous mixture of 7.5 mL of dichloromethane and 17.5 mL of absolute ethanol. The addition of the dye and purification of the product is carried out as described in EXAMPLE 3. Vis... Starting materials: ( P ), C(C)OC(C(CCCCCN1C(=NC(=C1C1=CC=CC=C1)C1=CC=CC=C1)C)C)=O (2-Methyl-7-(2-methyl-4,5-diphenyl-imidazol-1-yl)-heptanoic acid ethyl ester), [OH-].[Na+] (Sodium Hydroxide). Solvent: CO (Methanol). The product is CC(C(=O)O)CCCCCN1C(=NC(=C1C1=CC=CC=C1)C1=CC=CC=C1)C (2-Methyl-7-(2-methyl-4,5-diphenyl-imidazol-1-yl)-heptanoic acid). The yield is 99.6%. As a reaction SMILES: C([O:3][C:4](=[O:30])[CH:5]([CH3:29])[CH2:6][CH2:7][CH2:8][CH2:9][CH2:10][N:11]1[C:15]([C:16]2[CH:21]=[CH:20][CH:19]=[CH:18][CH:17]=2)=[C:14]([C:22]2[CH:27]=[CH:26][CH:25]=[CH:24][CH:23]=2)[N:13]=[C:12]1[CH3:28])C.[OH-].[Na+]>CO>[CH3:29][CH:5]([CH2:6][CH2:7][CH2:8][CH2:9][CH2:10][N:11]1[C:15]([C:16]2[CH:21]=[CH:20][CH:19]=[CH:18][CH:17]=2)=[C:14]([C:22]2[CH:23]=[CH:24][CH:25]=[CH:26][CH:27]=2)[N:13]=[C:12]1[CH3:28])[C:4]([OH:30])=[O:3] |f:1.2|. Reported procedure: (Scheme 3 (P)) A solution of starting material 2-Methyl-7-(2-methyl-4,5-diphenyl-imidazol-1-yl)-heptanoic acid ethyl ester (130 mg, 0.32 mmole) in Methanol (5 ml) and Sodium Hydroxide (64 mg, 1.61 mmole) was let stirred under reflux for 18 hrs. The next day, the reaction was let cooled to room temperature and concentrated in vacuo. The residue was diluted with water, and acidified with Hydrochloric Acid (3N). The aqueous layer was extracted with Dichloromethane (3×10 ml). The organic layers were... Starting materials: ClC(=O)[O-] (chloroformate), formula III, N(CCO)(CCO)CCO (triethanolamine), polyether acrylate. The solvent is C(C)(=O)OCC (ethyl acetate). Reaction conditions: time 2 hour. The product is C(CO)N(CCO)CCO.Cl (triethanolammonium chloride). As a reaction SMILES: [Cl:1]C([O-])=O.[N:5]([CH2:12][CH2:13][OH:14])([CH2:9][CH2:10][OH:11])[CH2:6][CH2:7][OH:8]>C(OCC)(=O)C>[CH2:6]([N:5]([CH2:12][CH2:13][OH:14])[CH2:9][CH2:10][OH:11])[CH2:7][OH:8].[ClH:1] |f:3.4|. Reported procedure: 100 g of a polyether acrylate (Laromer® LR 8812) were admixed with 5.75 g of chloroformate of the formula III and 3.3 g of triethanolamine at room temperature. 300 ml of ethyl acetate were then added. After 2 hours, the triethanolammonium chloride formed was washed out using distilled water in a separating funnel. After removal of the aqueous phase, the ethyl acetate was distilled off. (Viscosity of the end product: 928 mPas). The reactants are C(C)(=O)C1=C(C(=O)OC)C=CC(=C1)OC (Methyl 2-Acetyl-4-methoxybenzoate), O.NN (hydrazine monohydrate). Run in O (H2O), CO (methanol). Run at temperature 95 celsius, time 6 hour. Product: COC=1C=C2C(=NNC(C2=CC1)=O)C (6-Methoxy-4-methyl-2H-phthalazin-1-one). The yield is 94.4%. Reaction SMILES: [C:1]([C:4]1[CH:13]=[C:12]([O:14][CH3:15])[CH:11]=[CH:10][C:5]=1[C:6](OC)=[O:7])(=O)[CH3:2].O.[NH2:17][NH2:18]>CO.O>[CH3:15][O:14][C:12]1[CH:13]=[C:4]2[C:5](=[CH:10][CH:11]=1)[C:6](=[O:7])[NH:18][N:17]=[C:1]2[CH3:2] |f:1.2|. Procedure: To a solution of methyl 2-acetyl-4-methoxybenzoate (5) (2.47 g, 11.86 mmol) in methanol (14.5 mL) is added hydrazine monohydrate (1.78 g, 35.60 mmol). The mixture is stirred at 95° C. under argon for 6 h, the cooled to room temperature, diluted with H2O (50 mL), and extracted with CHCl3 (2×100 mL) and ethyl acetate (100 mL, 2×50 mL, and 2×40 mL). The extracts were washed (brine) and dried. After solvent removal at reduced pressure, the residue is suspended in ethyl acetate (30 mL), heated, coole...